Dataset: the Open Reaction Database (ORD), a public repository of structured organic reaction records. Task: describe an organic reaction: reactants, conditions, products, and yield The reactants are N1CCNCCNCCNCC1 (1,4,7,10-tetraazacyclododecane), [N+](=O)([O-])C1=CC=C(CBr)C=C1 (p-nitrobenzyl bromide), hydrobromide salt. The solvent is C(Cl)(Cl)Cl (chloroform), C(Cl)(Cl)Cl (chloroform). Conditions: temperature 25 celsius, time 24 hour. Yields the product [N+](=O)([O-])C1=CC=C(CN2CCNCCNCCNCC2)C=C1 (1-(4-nitrobenzyl)-1,4,7,10-tetraazacyclododecane). Isolated yield 88.1%. RXN SMILES: [NH:1]1[CH2:12][CH2:11][NH:10][CH2:9][CH2:8][NH:7][CH2:6][CH2:5][NH:4][CH2:3][CH2:2]1.[N+:13]([C:16]1[CH:23]=[CH:22][C:19]([CH2:20]Br)=[CH:18][CH:17]=1)([O-:15])=[O:14]>C(Cl)(Cl)Cl>[N+:13]([C:16]1[CH:23]=[CH:22][C:19]([CH2:20][N:1]2[CH2:12][CH2:11][NH:10][CH2:9][CH2:8][NH:7][CH2:6][CH2:5][NH:4][CH2:3][CH2:2]2)=[CH:18][CH:17]=1)([O-:15])=[O:14]. Reported procedure: In 50 ml of chloroform was added 3.5 g (20.3 mmole) of 1,4,7,10-tetraazacyclododecane and 1.7 g (7.87 mmole) p-nitrobenzyl bromide and the mixture stirred under nitrogen for 24 hours at 25° C. The chloroform slurry of hydrobromide salt was then applied to a 1 in.×17 in. column of flash silica gel (Solvent System 3). There was obtained 2.13 g (6.93 mmole) of the title product as a pale yellow solid of analytical purity in 88 percent yield (Rf =0.58, Solvent System 3), MP=128°-129° C., and further... Reactants: O=S(C1=CC(CCC2)=C2C=C1)(N)=O, OB(O)C1=CC=C(OC)C=C1. Reagents/catalysts: [F-].[Cs+], CC(=O)[O-].CC(=O)[O-].[Cu+2]. The solvent is ClCCCl, ClCCCl. Conditions: temperature 60 celsius, time 18 hour. Product: O=S(C1=CC2=C(C=C1)CCC2)(NC3=CC=C(OC)C=C3)=O, O=S(C1=CC2=C(C=C1)CCC2)(N(C3=CC=C(OC)C=C3)C4=CC=C(OC)C=C4)=O. Yield: 18.0%. Reported procedure: Reactions were run in 8 x 30 mm glass vial inserts in 96 well-plate Para-dox Aluminum Reaction Blocks. The reaction components were dosed according to the design shown in Figure S2 and Figure S3. First, the catalysts (2 umol per vial) and solid bases (20 umol per vial) were added by dosing 50 uL each of a stock solution in 1,2-dichloroethane (40 mM for catalysts, 0.4 M for bases) via single-channel pipette. The 1,2-dichloroethane was then removed via centrifugal evaporation using a Genevac EZ-2 ... The reactants are [OH-].[Na+] (sodium hydroxide), COC(CCCCCCC=1SC2=C(N1)C(=C(C=C2F)F)F)=O (7-(4,5,7-trifluorobenzothiazol-2-yl)heptanoic acid methyl ester), [OH-].[Na+] (sodium hydroxide). Solvent: O (water), O1CCOCC1 (dioxane), O (water). Conditions: time 5 hour. The product is FC1=C(C=C(C2=C1N=C(S2)CCCCCCC(=O)O)F)F (7-(4,5,7-trifluorobenzothiazol-2-yl)heptanoic acid). The yield is 49.6%. RXN SMILES: C[O:2][C:3](=[O:22])[CH2:4][CH2:5][CH2:6][CH2:7][CH2:8][CH2:9][C:10]1[S:11][C:12]2[C:18]([F:19])=[CH:17][C:16]([F:20])=[C:15]([F:21])[C:13]=2[N:14]=1.[OH-].[Na+]>O.O1CCOCC1>[F:21][C:15]1[C:13]2[N:14]=[C:10]([CH2:9][CH2:8][CH2:7][CH2:6][CH2:5][CH2:4][C:3]([OH:22])=[O:2])[S:11][C:12]=2[C:18]([F:19])=[CH:17][C:16]=1[F:20] |f:1.2|. Reported procedure: To a solution of 7-(4,5,7-trifluorobenzothiazol-2-yl)heptanoic acid methyl ester (407 mg, 1.2 mmol) in a mixture of water (7 ml) and dioxane (7 ml) was added dropwise aqueous 2N sodium hydroxide (4 ml) at room temperature and the mixture was stirred for 5 hours at room temperature. To the mixture further aqueous 2N sodium hydroxide (2 ml) was added dropwise and the resulting mixture was stirred for 1 hour, then diluted with water and extracted with ethyl acetate. The aqueous phase was acidified ... Starting materials: C(C)(C)(C)OC(=O)N1[C@@H](CCC1)C(=O)O ((S)-1-(tert-butoxycarbonyl)pyrrolidine-2-carboxylic acid), FC(C=1C=C(C=CC1)S(=O)(=O)N1C[C@@H]2[C@H](C1)[C@H](CC2)N)(F)F ((3aR,4S,6aS)-2-(3-(trifluoromethyl)phenylsulfonyl)octahydrocyclopenta[c]pyrrol-4-amine), FC(C=1C=C(C=CC1)S(=O)(=O)N1C[C@H]2[C@@H](C1)[C@@H](CC2)N)(F)F ((3aS,4R,6aR)-2-(3-(trifluoromethyl)phenylsulfonyl)octahydrocyclopenta[c]pyrrol-4-amine). Yields the product CN(C(OC(C)(C)C)=O)[C@H](C(N[C@H]1CC[C@@H]2CN(C[C@@H]21)S(=O)(=O)C2=CC(=CC=C2)C(F)(F)F)=O)C(C)C (tert-butyl methyl((S)-3-methyl-1-oxo-1-((3aR,4S,6aS)-2-(3-(trifluoromethyl)phenylsulfonyl)octahydrocyclopenta[c]pyrrol-4-ylamino)butan-2-yl)carbamate). Reaction SMILES: [C:1]([O:5][C:6]([N:8]1[CH2:12][CH2:11][CH2:10][C@H:9]1[C:13]([OH:15])=O)=[O:7])([CH3:4])([CH3:3])[CH3:2].[F:16][C:17]([F:37])([F:36])[C:18]1[CH:19]=[C:20]([S:24]([N:27]2[CH2:31][C@@H:30]3[C@@H:32]([NH2:35])[CH2:33][CH2:34][C@@H:29]3[CH2:28]2)(=[O:26])=[O:25])[CH:21]=[CH:22][CH:23]=1.F[C:39](F)(F)C1C=C(S(N2C[C@H]3[C@H](N)CC[C@H]3C2)(=O)=O)C=CC=1>>[CH3:12][N:8]([C@@H:9]([CH:10]([CH3:11])[CH3:39])[C:13](=[O:15])[NH:35][C@@H:32]1[C@@H:30]2[C@@H:29]([CH2:28][N:27]([S:24]([C:20]3[CH:21]=[CH:22][CH:23]=[C:18]([C:17]([F:16])([F:36])[F:37])[CH:19]=3)(=[O:25])=[O:26])[CH2:31]2)[CH2:34][CH2:33]1)[C:6](=[O:7])[O:5][C:1]([CH3:2])([CH3:3])[CH3:4]. Reported procedure: The title compound was prepared by substituting N-(tert-butoxycarbonyl)-N-methyl-L-valine for (S)-1-(tert-butoxycarbonyl)pyrrolidine-2-carboxylic acid and (3aR,4S,6aS)-2-(3-(trifluoromethyl)phenylsulfonyl)octahydrocyclopenta[c]pyrrol-4-amine from Step D of Example 252 for (3aS,4R,6aR)-2-(3-(trifluoromethyl)phenylsulfonyl)octahydrocyclopenta[c]pyrrol-4-amine in the procedure described in Example 266: 1H NMR (500 MHz, pyridine-d5, temperature 90° C.) δ ppm 8.30-8.32 (bs, 1H), 8.14 (d, J=7.8 Hz, 1H... Reactants: C(C)(C)(C)C1C=CC(C1)=O.CCOCC (4-t-butylcyclopentenone ether), C(C)(C)(C)C1CC=CC1=O.CCOCC (5-t-butylcyclopentenone ether), C(C)(C)(C)C1C=CC(C1C(C)(C)C)=O.CCOCC (4,5-di-t-butylcyclopentenone ether). Product: C(C1=CC=CC=C1)C1C=CC(C1CC1=CC=CC=C1)=O.CCOCC (4,5-Dibenzylcyclopentenone Ether). Reaction SMILES: [C:1]([CH:5]1[CH2:9][C:8](=[O:10])[CH:7]=[CH:6]1)([CH3:4])(C)C.[CH3:11][CH2:12][O:13][CH2:14][CH3:15].[C:16]([CH:20]1[C:24](=O)[CH:23]=[CH:22][CH2:21]1)([CH3:19])(C)C.CCOCC.[C:31]([CH:35]1C(C(C)(C)C)C(=O)[CH:37]=[CH:36]1)(C)(C)[CH3:32].CCOCC>>[CH2:1]([CH:5]1[CH:9]([CH2:24][C:20]2[CH:16]=[CH:19][CH:23]=[CH:22][CH:21]=2)[C:8](=[O:10])[CH:7]=[CH:6]1)[C:4]1[CH:37]=[CH:36][CH:35]=[CH:31][CH:32]=1.[CH3:11][CH2:12][O:13][CH2:14][CH3:15] |f:0.1,2.3,4.5,6.7|. Reported procedure: Structures of 4-t-butylcyclopentenone ether, 5-t-butylcyclopentenone ether and 4,5-di-t-butylcyclopentenone ether were confirmed by NMR as described in Referential Example 1-(21). The results are shown below.